describe an organic reaction: reactants, conditions, products, and yield From a dataset of the Open Reaction Database (ORD), a public repository of structured organic reaction records. Reactants: CC(=O)O, CCN=C=NCCCN(C)C, CCN(C(C)C)C(C)C, ClCCl, Cl, NCC1CCC(c2nc(-c3cc4ccccc4[nH]3)c3c(N)nccn23)CC1, CN(C)C=O. Product: CC(=O)NCC1CCC(c2nc(-c3cc4ccccc4[nH]3)c3c(N)nccn23)CC1. As a reaction SMILES: [C:57]([OH:58])(=[O:59])[CH3:60].[CH3:29][N:30]([CH3:31])[CH2:32][CH2:33][CH2:34][N:35]=[C:36]=[N:39][CH2:37][CH3:38].[CH:40]([N:41]([CH2:42][CH3:43])[CH:44]([CH3:45])[CH3:46])([CH3:47])[CH3:48].[Cl:54][CH2:55][Cl:56].[ClH:28].[NH2:1][c:2]1[c:3]2[n:4]([cH:5][cH:6][n:7]1)[c:8]([CH:20]1[CH2:21][CH2:22][CH:23]([CH2:26][NH2:27])[CH2:24][CH2:25]1)[n:9][c:10]2-[c:11]1[nH:12][c:13]2[cH:14][cH:15][cH:16][cH:17][c:18]2[cH:19]1.[O:49]=[CH:50][N:51]([CH3:52])[CH3:53]>>[NH2:1][c:2]1[c:3]2[n:4]([cH:5][cH:6][n:7]1)[c:8]([CH:20]1[CH2:21][CH2:22][CH:23]([CH2:26][NH:27][C:37]([CH3:38])=[O:49])[CH2:24][CH2:25]1)[n:9][c:10]2-[c:11]1[nH:12][c:13]2[cH:14][cH:15][cH:16][cH:17][c:18]2[cH:19]1. The reactants are C(C1=CC=CO1)=O (furfural), [Si](O)(O)(O)O.NC(=O)N.NC(=O)N (diurea silicate), C(C1=CC=CO1)=O (furfural). Run at time 70 minute. Yields the product [Si](O)(O)(O)O.NC(=O)N.NC(=O)N.C(C1=CC=CO1)=O (furfural diurea silicate). RXN SMILES: [CH:1](=[O:7])[C:2]1[O:6][CH:5]=[CH:4][CH:3]=1.[Si:8]([OH:12])([OH:11])([OH:10])[OH:9].[NH2:13][C:14]([NH2:16])=[O:15].[NH2:17][C:18]([NH2:20])=[O:19]>>[Si:8]([OH:12])([OH:11])([OH:10])[OH:9].[NH2:13][C:14]([NH2:16])=[O:15].[NH2:17][C:18]([NH2:20])=[O:19].[CH:1](=[O:7])[C:2]1[O:6][CH:5]=[CH:4][CH:3]=1 |f:1.2.3,4.5.6.7|. Reported procedure: About 2 mols of furfural are mixed with one mol of the diurea silicate and heated to just below the boiling temperature of furfural while agitating at ambient pressure for 20 to 120 minutes, until the desired viscosity is obtained, thereby producing poly (furfural diurea silicate) resinous product. The reactants are ClCC(=O)C1=CC=CC=C1 (chloroacetophenone), N1=CC=CC=C1 (pyridine), N1=CC=CC=C1 (pyridine). Solvent: C(C)#N (acetonitrile). Conditions: temperature 70 celsius. Product: [Cl-].C(C(=O)C1=CC=CC=C1)[N+]1=CC=CC=C1 (Phenacylpyridinium chloride). Reaction SMILES: [Cl:1][CH2:2][C:3]([C:5]1[CH:10]=[CH:9][CH:8]=[CH:7][CH:6]=1)=[O:4].[N:11]1[CH:16]=[CH:15][CH:14]=[CH:13][CH:12]=1>C(#N)C>[Cl-:1].[CH2:2]([N+:11]1[CH:16]=[CH:15][CH:14]=[CH:13][CH:12]=1)[C:3]([C:5]1[CH:10]=[CH:9][CH:8]=[CH:7][CH:6]=1)=[O:4] |f:3.4|. Reported procedure: Phenacylpyridinium chloride was prepared by reacting 424 grams chloroacetophenone with 322 ml pyridine by dropwise adding the pyridine to the former in 1400 ml acetonitrile at 65° C. A crystalline mass was obtained which was heated to 70° C. and allowed to cool to 10° C., then filtered and washed with 500 ml acetonitrile. The dried product (626.5g) had a melting point of 203-206° C. Reactants: C(C)C=1C=C(C#N)C=CC1O (3-ethyl-4-hydroxybenzonitrile), C(C)C=1C=C(C#N)C=CC1O (3-ethyl-4-hydroxybenzonitrile), C(C)OCC (diethyl ether), FC1=CC=C(C=N1)N1C(NC(C1=O)(C)C)=O (3-(6-fluoro-3-pyridinyl)-5,5-dimethyl-2,4-imidazolidinedione), FC1=CC=C(C=N1)N1C(NC(C1=O)(C)C)=O (3-(6-fluoro-3-pyridinyl)-5,5-dimethyl-2,4-imidazolidinedione), C([O-])([O-])=O.[K+].[K+] (potassium carbonate). Solvent: CN(C=O)C (dimethylformamide), O (water). Reaction conditions: temperature 120 celsius, time 96 hour. Product: CC1(NC(N(C1=O)C=1C=CC(=NC1)OC1=C(C=C(C#N)C=C1)CC)=O)C (4-{[5-(4,4-dimethyl-2,5-dioxo-1-imidazolidinyl)-2-pyridinyl]oxy}-3-ethylbenzonitrile). The yield is 33.7%. As a reaction SMILES: [CH2:1]([C:3]1[CH:4]=[C:5]([CH:8]=[CH:9][C:10]=1[OH:11])[C:6]#[N:7])[CH3:2].F[C:13]1[N:18]=[CH:17][C:16]([N:19]2[C:23](=[O:24])[C:22]([CH3:26])([CH3:25])[NH:21][C:20]2=[O:27])=[CH:15][CH:14]=1.C(=O)([O-])[O-].[K+].[K+].C(OCC)C>CN(C)C=O.O>[CH3:25][C:22]1([CH3:26])[C:23](=[O:24])[N:19]([C:16]2[CH:15]=[CH:14][C:13]([O:11][C:10]3[CH:9]=[CH:8][C:5]([C:6]#[N:7])=[CH:4][C:3]=3[CH2:1][CH3:2])=[N:18][CH:17]=2)[C:20](=[O:27])[NH:21]1 |f:2.3.4|. Procedure: 3-ethyl-4-hydroxybenzonitrile (Intermediate 115, 70 mg) was dissolved in 2 mL of dimethylformamide. 3-(6-fluoro-3-pyridinyl)-5,5-dimethyl-2,4-imidazolidinedione (Intermediate 106, 102 mg) and potassium carbonate (126 mg, 0.915 mmol) were added. The reaction mixture was stirred at 120° C. during 96 hours. Some diethyl ether (4 mL) and water (4 mL) were added. The aqueous layer was extracted 4 times with diethyl ether. The gathered organic layers were dried over sodium sulphate and evaporated givi... Reactants: OC(CCCC(=O)N1C(OCC1C1=CC=CC=C1)=O)C1=CC=CC=C1 (3-(5-Hydroxy-5-phenyl-pentanoyl)-4-phenyl-oxazolidin-2-on), C26H35NO4Si, N1C=NC=C1 (imidazol), C(C)(C)(C)[Si](C)(C)Cl (tert.-Butyl-dimethylsilylchlorid). Solvent: CN(C)C=O (DMF), CN(C)C=O (DMF). Product: C(C)(C)(C)[Si](OC(CCCC(=O)N1C(OCC1C1=CC=CC=C1)=O)C1=CC=CC=C1)(C)C (3-[5-(tert-Butyl-dimethyl-silanyloxy)-5-phenyl-pentanoyl]-4-phenyl-oxazolidin-2-on). As a reaction SMILES: [OH:1][CH:2]([C:20]1[CH:25]=[CH:24][CH:23]=[CH:22][CH:21]=1)[CH2:3][CH2:4][CH2:5][C:6]([N:8]1[CH:12]([C:13]2[CH:18]=[CH:17][CH:16]=[CH:15][CH:14]=2)[CH2:11][O:10][C:9]1=[O:19])=[O:7].N1C=CN=C1.[C:31]([Si:35](Cl)([CH3:37])[CH3:36])([CH3:34])([CH3:33])[CH3:32]>CN(C=O)C>[C:31]([Si:35]([CH3:37])([CH3:36])[O:1][CH:2]([C:20]1[CH:25]=[CH:24][CH:23]=[CH:22][CH:21]=1)[CH2:3][CH2:4][CH2:5][C:6]([N:8]1[CH:12]([C:13]2[CH:14]=[CH:15][CH:16]=[CH:17][CH:18]=2)[CH2:11][O:10][C:9]1=[O:19])=[O:7])([CH3:34])([CH3:33])[CH3:32]. Procedure: 30 g of 3-(5-Hydroxy-5-phenyl-pentanoyl)-4-phenyl-oxazolidin-2-on are solved in 50 ml of DMF. After addition of 14.3 g of imidazol and 19 g of tert.-Butyl-dimethylsilylchlorid in 25 ml of DMF the reaction is stirred at room temperature until all components are dissolved (2-4 h). The reaction solution is evaporated, and after water was added extracted by acetic acid ethylester. After drying of the organic phase by magnesium sulfate and evaporation compound 1 is obtained: C26H35NO4Si (453.6) MS (E... The reactants are solid, BrC1=CC(=CC=2C=C3N(C12)CCCNC3=O)C#N (7-bromo-1-oxo-2,3,4,5-tetrahydro-[1,4]diazepino[1,2-a]indole-9-carbonitrile), BrC1=CC(=CC=2C=C3N(C12)CCCNC3=O)C#N (7-bromo-1-oxo-2,3,4,5-tetrahydro-[1,4]diazepino[1,2-a]indole-9-carbonitrile), ClC=1C=C(C=C(C1)Cl)B(O)O (3,5-dichloro-phenylboronic acid). The product is ClC=1C=C(C=C(C1)Cl)C1=CC(=CC=2C=C3N(C12)CCCNC3=O)C#N (7-(3,5-Dichlorophenyl)-1-oxo-2,3,4,5-tetrahydro-[1,4]diazepino[1,2-a]indole-9-carbonitrile). Reaction SMILES: Br[C:2]1[C:10]2[N:9]3[CH2:11][CH2:12][CH2:13][NH:14][C:15](=[O:16])[C:8]3=[CH:7][C:6]=2[CH:5]=[C:4]([C:17]#[N:18])[CH:3]=1.[Cl:19][C:20]1[CH:21]=[C:22](B(O)O)[CH:23]=[C:24]([Cl:26])[CH:25]=1>>[Cl:19][C:20]1[CH:21]=[C:22]([C:2]2[C:10]3[N:9]4[CH2:11][CH2:12][CH2:13][NH:14][C:15](=[O:16])[C:8]4=[CH:7][C:6]=3[CH:5]=[C:4]([C:17]#[N:18])[CH:3]=2)[CH:23]=[C:24]([Cl:26])[CH:25]=1. Reported procedure: The title compound, off-white solid (75 mg, 81%), MS (ISP) m/z=372.4 [(M+H)+], mp 244° C., was prepared in accordance with the general method of example 1 from 7-bromo-1-oxo-2,3,4,5-tetrahydro-[1,4]diazepino[1,2-a]indole-9-carbonitrile (intermediate 20) (76.0 mg, 0.25 mmol) and commercially available 3,5-dichloro-phenylboronic acid (62.0 mg, 0.325 mmol). Starting materials: C=Cc1ccccc1, C=Cc1ccc(CCl)cc1. Yields the product ClCC=Cc1ccccc1, C=Cc1ccccc1. As a reaction SMILES: [CH2:11]=[CH:12][c:13]1[cH:14][cH:15][cH:16][cH:17][cH:18]1.[Cl:1][CH2:2][c:3]1[cH:4][cH:5][c:6]([CH:7]=[CH2:8])[cH:9][cH:10]1>>[Cl:1][CH2:2][CH:11]=[CH:12][c:13]1[cH:14][cH:15][cH:16][cH:17][cH:18]1.[cH:3]1[cH:4][cH:5][c:6]([CH:7]=[CH2:8])[cH:9][cH:10]1. Reactants: ClC1=CC=C(CC2(C3=C(OCCC2CN(C)C)C=CC=C3)O)C=C1 ((4RS,5RS)-5-(4-chlorobenzyl)-4-dimethylaminomethyl-2,3,4,5-tetrahydrobenzo[b]oxepin-5-ol), CS(=O)(=O)O (methanesulfonic acid), N[C@@H](CCSC)C(=O)O (methionine). Yields the product Cl.ClC1=CC=C(\C=C\2/C3=C(OCCC2CN(C)C)C=CC=C3)C=C1 (Z-(4RS) [5-(4-Chlorobenzylidene)-2,3,4,5-tetrahydro-benzo[b]oxepin-4-yl-methyl]-dimethylamine hydrochloride). RXN SMILES: [Cl:1][C:2]1[CH:24]=[CH:23][C:5]([CH2:6][C:7]2(O)[CH:13]([CH2:14][N:15]([CH3:17])[CH3:16])[CH2:12][CH2:11][O:10][C:9]3[CH:18]=[CH:19][CH:20]=[CH:21][C:8]2=3)=[CH:4][CH:3]=1.CS(O)(=O)=O.N[C@H](C(O)=O)CCSC>>[ClH:1].[Cl:1][C:2]1[CH:24]=[CH:23][C:5](/[CH:6]=[C:7]2\[C:8]3[CH:21]=[CH:20][CH:19]=[CH:18][C:9]=3[O:10][CH2:11][CH2:12][CH:13]\2[CH2:14][N:15]([CH3:17])[CH3:16])=[CH:4][CH:3]=1 |f:3.4|. Reported procedure: 7.27 g (4RS,5RS)-5-(4-chlorobenzyl)-4-dimethylaminomethyl-2,3,4,5-tetrahydrobenzo[b]oxepin-5-ol were reacted with 43 ml methanesulfonic acid and 4.81 g methionine analogously to the procedure described in example 6. After similarly analogous working up, separation of the product and salt formation, the title compounds were obtained in the form of white crystals.